This data is from the Open Reaction Database (ORD), a public repository of structured organic reaction records. The task is: describe an organic reaction: reactants, conditions, products, and yield The reactants are Brc1ccc(Br)cc1, COC(=O)C1CO1, [Li]C(C)(C)C, COC(C)(C)C, [Cl-], N#C[Cu], [NH4+]. Yields the product COC(=O)C(O)Cc1ccc(Br)cc1. Reaction SMILES: [Br:6][c:7]1[cH:8][cH:9][c:10]([Br:11])[cH:12][cH:13]1.[C:17]([CH:18]1[CH2:19][O:20]1)(=[O:21])[O:22][CH3:23].[C:1]([Li:2])([CH3:3])([CH3:4])[CH3:5].[CH3:26][O:27][C:28]([CH3:29])([CH3:30])[CH3:31].[Cl-:24].[Cu:14][C:15]#[N:16].[NH4+:25]>>[c:7]1([CH2:19][CH:18]([C:17](=[O:21])[O:22][CH3:23])[OH:20])[cH:8][cH:9][c:10]([Br:11])[cH:12][cH:13]1.